From a dataset of the Open Reaction Database (ORD), a public repository of structured organic reaction records. describe an organic reaction: reactants, conditions, products, and yield The reactants are O=C([O-])O, CC1(C)N=C(c2ccccn2)c2ccccc2O1, CC(=O)O, [Na+], [OH-], O=[N+]([O-])O, O=S(=O)(O)O. The product is CC1(C)N=C(c2ccccn2)c2cc([N+](=O)[O-])ccc2O1. Reaction SMILES: [C:30](=[O:31])([OH:32])[O-:33].[CH3:1][C:2]1([CH3:18])[O:3][c:4]2[c:5]([cH:14][cH:15][cH:16][cH:17]2)[C:6]([c:8]2[n:9][cH:10][cH:11][cH:12][cH:13]2)=[N:7]1.[CH3:34][C:35](=[O:36])[OH:37].[Na+:29].[OH-:28].[OH:24][N+:25]([O-:26])=[O:27].[S:19](=[O:20])(=[O:21])([OH:22])[OH:23]>>[CH3:1][C:2]1([CH3:18])[O:3][c:4]2[c:5]([cH:14][c:15]([N+:25](=[O:24])[O-:26])[cH:16][cH:17]2)[C:6]([c:8]2[n:9][cH:10][cH:11][cH:12][cH:13]2)=[N:7]1. The reactants are CC(C)(C)OC(=O)NC(Cc1cccnc1)C(=O)O, ClCCCl, CO, CN(C)c1ccncc1, ClCCl. The product is COC(=O)C(Cc1cccnc1)NC(=O)OC(C)(C)C. As a reaction SMILES: [C:1]([CH3:2])([CH3:3])([CH3:4])[O:5][C:6](=[O:7])[NH:8][CH:9]([CH2:10][c:11]1[cH:12][n:13][cH:14][cH:15][cH:16]1)[C:17](=[O:18])[OH:19].[CH2:22]([Cl:23])[CH2:24][Cl:25].[CH3:20][OH:21].[CH3:29][N:30]([c:31]1[cH:32][cH:33][n:34][cH:35][cH:36]1)[CH3:37].[Cl:26][CH2:27][Cl:28]>>[C:1]([CH3:2])([CH3:3])([CH3:4])[O:5][C:6](=[O:7])[NH:8][CH:9]([CH2:10][c:11]1[cH:12][n:13][cH:14][cH:15][cH:16]1)[C:17](=[O:18])[O:19][CH3:22]. Starting materials: CCN=C=NCCCN(C)C, CCN(C(C)C)C(C)C, Cl, NCC(=O)N1CCC(Oc2cc(F)ccc2Cl)CC1, CN(C)C=O, O, On1nnc2ccccc21, O=C(O)c1cn(-c2ccccc2)cn1. Yields the product O=C(NCC(=O)N1CCC(Oc2cc(F)ccc2Cl)CC1)c1cn(-c2ccccc2)cn1. As a reaction SMILES: [CH3:34][CH2:35][N:36]=[C:37]=[N:38][CH2:39][CH2:40][CH2:41][N:42]([CH3:43])[CH3:44].[CH:1]([N:2]([CH2:3][CH3:4])[CH:5]([CH3:6])[CH3:7])([CH3:8])[CH3:9].[ClH:45].[NH2:46][CH2:47][C:48](=[O:49])[N:50]1[CH2:51][CH2:52][CH:53]([O:56][c:57]2[c:58]([Cl:64])[cH:59][cH:60][c:61]([F:63])[cH:62]2)[CH2:54][CH2:55]1.[O:65]=[CH:66][N:67]([CH3:68])[CH3:69].[OH2:70].[OH:24][n:25]1[c:26]2[c:27]([cH:28][cH:29][cH:30][cH:31]2)[n:32][n:33]1.[c:10]1(-[n:16]2[cH:17][n:18][c:19]([C:21](=[O:22])[OH:23])[cH:20]2)[cH:11][cH:12][cH:13][cH:14][cH:15]1>>[c:10]1(-[n:16]2[cH:17][n:18][c:19]([C:21](=[O:23])[NH:46][CH2:47][C:48](=[O:49])[N:50]3[CH2:51][CH2:52][CH:53]([O:56][c:57]4[c:58]([Cl:64])[cH:59][cH:60][c:61]([F:63])[cH:62]4)[CH2:54][CH2:55]3)[cH:20]2)[cH:11][cH:12][cH:13][cH:14][cH:15]1. The reactants are C(C)OC(=O)C1=CC2=C(S1)C=C(C=C2)C(CC)(O)CC (6-(1-ethyl-1-hydroxy-propyl)-benzo[b]thiophene-2-carboxylic acid ethyl ester), C1(=CC=CC=C1O)C (o-cresol), B(F)(F)F.CCOCC (BF3 Et2O). The solvent is C(Cl)Cl (CH2Cl2). Run at temperature 0 celsius, time 10 minute. Yields the product C(C)OC(=O)C1=CC2=C(S1)C=C(C=C2)C(CC)(C2=CC(=C(C=C2)O)C)CC (6-[1-Ethyl-1-(4-hydroxy-3-methyl-phenyl)-propyl]-benzo[b]thiophene-2-carboxylic acid ethyl ester). The yield is 92.0%. Reaction SMILES: [CH2:1]([O:3][C:4]([C:6]1[S:10][C:9]2[CH:11]=[C:12]([C:15]([CH2:19][CH3:20])(O)[CH2:16][CH3:17])[CH:13]=[CH:14][C:8]=2[CH:7]=1)=[O:5])[CH3:2].[C:21]1([CH3:28])[C:26]([OH:27])=[CH:25][CH:24]=[CH:23][CH:22]=1.B(F)(F)F.CCOCC>C(Cl)Cl>[CH2:1]([O:3][C:4]([C:6]1[S:10][C:9]2[CH:11]=[C:12]([C:15]([CH2:16][CH3:17])([C:23]3[CH:24]=[CH:25][C:26]([OH:27])=[C:21]([CH3:28])[CH:22]=3)[CH2:19][CH3:20])[CH:13]=[CH:14][C:8]=2[CH:7]=1)=[O:5])[CH3:2] |f:2.3|. Procedure details: To a mixture of 6-(1-ethyl-1-hydroxy-propyl)-benzo[b]thiophene-2-carboxylic acid ethyl ester (0.650 g, 2.23 mmol and o-cresol (0.480 g, 4.45 mmol) in CH2Cl2 (20 mL) at −78° C. is added BF3-Et2O (0.316 g, 2.23 mol). After stirring for 10 min, the reaction mixture is allowed to warm to 0° C. over 30 min. The reaction is quenched with water (15 mL) and extracted with EtOAc (2×50 mL). The organic layer is dried over Na2SO4, concentrated, and purified by silica gel column chromatography to give the t... Reactants: Cc1ccc2c(c1)nc(NCCN(C)C)n[n+]2[O-], ClCCl, ClC(Cl)Cl, O=C(OC(=O)C(F)(F)F)C(F)(F)F, N, OO, O=C(O)C(F)(F)F. Yields the product Cc1ccc2c(c1)[n+]([O-])c(NCCN(C)C)n[n+]2[O-]. RXN SMILES: [CH3:16][N:17]([CH2:18][CH2:19][NH:20][c:21]1[n:22][n+:23]([O-:32])[c:24]2[c:25]([n:26]1)[cH:27][c:28]([CH3:31])[cH:29][cH:30]2)[CH3:33].[Cl:41][CH2:42][Cl:43].[Cl:44][CH:45]([Cl:46])[Cl:47].[F:3][C:4]([F:5])([F:7])[C:8](=[O:6])[O:9][C:10](=[O:11])[C:12]([F:13])([F:14])[F:15].[NH3:48].[OH:1][OH:2].[OH:34][C:35]([C:36]([F:37])([F:38])[F:39])=[O:40]>>[O-:6][n+:26]1[c:21]([NH:20][CH2:19][CH2:18][N:17]([CH3:16])[CH3:33])[n:22][n+:23]([O-:32])[c:24]2[c:25]1[cH:27][c:28]([CH3:31])[cH:29][cH:30]2. Starting materials: [Al+3], COC(=O)c1cn(-c2cccc(Cl)c2)nc1C, [H-], [H-], [H-], [H-], [Li+], C1CCOC1. Product: Cc1nn(-c2cccc(Cl)c2)cc1CO. Reaction SMILES: [Al+3:19].[Cl:1][c:2]1[cH:3][c:4](-[n:8]2[n:9][c:10]([CH3:17])[c:11]([C:13](=[O:14])[O:15][CH3:16])[cH:12]2)[cH:5][cH:6][cH:7]1.[H-:18].[H-:21].[H-:22].[H-:23].[Li+:20].[O:24]1[CH2:25][CH2:26][CH2:27][CH2:28]1>>[Cl:1][c:2]1[cH:3][c:4](-[n:8]2[n:9][c:10]([CH3:17])[c:11]([CH2:13][OH:14])[cH:12]2)[cH:5][cH:6][cH:7]1. Reactants: CCOCC, C=C(C(=O)O)C(F)(F)F, N#Cc1ccc(N)cc1C(F)(F)F, O=S(Cl)Cl. Product: C=C(C(=O)Nc1ccc(C#N)c(C(F)(F)F)c1)C(F)(F)F. As a reaction SMILES: [CH3:27][CH2:28][O:29][CH2:30][CH3:31].[F:1][C:2]([C:3]([C:4](=[O:5])[OH:6])=[CH2:7])([F:8])[F:9].[NH2:10][c:11]1[cH:12][c:13]([C:19]([F:20])([F:21])[F:22])[c:14]([C:15]#[N:16])[cH:17][cH:18]1.[S:23]([Cl:24])([Cl:25])=[O:26]>>[F:1][C:2]([C:3]([C:4](=[O:5])[NH:10][c:11]1[cH:12][c:13]([C:19]([F:20])([F:21])[F:22])[c:14]([C:15]#[N:16])[cH:17][cH:18]1)=[CH2:7])([F:8])[F:9]. The reactants are CC(C)(C)OC(=O)CBr, [H-], [Na+], C1CCOC1, OC(c1ccccc1)C(OC1CCCCO1)c1ccccc1. Yields the product CC(C)(C)OC(=O)COC(c1ccccc1)C(OC1CCCCO1)c1ccccc1. RXN SMILES: [Br:25][CH2:26][C:27](=[O:28])[O:29][C:30]([CH3:31])([CH3:32])[CH3:33].[H-:1].[Na+:2].[O:34]1[CH2:35][CH2:36][CH2:37][CH2:38]1.[c:3]1([CH:9]([CH:10]([O:11][CH:12]2[O:13][CH2:14][CH2:15][CH2:16][CH2:17]2)[c:18]2[cH:19][cH:20][cH:21][cH:22][cH:23]2)[OH:24])[cH:4][cH:5][cH:6][cH:7][cH:8]1>>[c:3]1([CH:9]([CH:10]([O:11][CH:12]2[O:13][CH2:14][CH2:15][CH2:16][CH2:17]2)[c:18]2[cH:19][cH:20][cH:21][cH:22][cH:23]2)[O:24][CH2:26][C:27](=[O:28])[O:29][C:30]([CH3:31])([CH3:32])[CH3:33])[cH:4][cH:5][cH:6][cH:7][cH:8]1.